From a dataset of the Open Reaction Database (ORD), a public repository of structured organic reaction records. describe an organic reaction: reactants, conditions, products, and yield The reactants are BrBr (Br2), ClC1=C(C=CC(=C1Cl)SC1=C(C=CC=C1)C(C)C)C(C)=O (1-(2,3-dichloro-4-(2-isopropyl-phenylsulfanyl)-phenyl)-ethanone). Run in O1CCOCC1 (dioxane), O1CCOCC1 (dioxane). Conditions: time 10 minute. Yields the product BrCC(=O)C1=C(C(=C(C=C1)SC1=C(C=CC=C1)C(C)C)Cl)Cl (2-bromo-1-(2,3-dichloro-4-(2-isopropyl-phenylsulfanyl)-phenyl)-ethanone). As a reaction SMILES: [Br:1]Br.[Cl:3][C:4]1[C:9]([Cl:10])=[C:8]([S:11][C:12]2[CH:17]=[CH:16][CH:15]=[CH:14][C:13]=2[CH:18]([CH3:20])[CH3:19])[CH:7]=[CH:6][C:5]=1[C:21](=[O:23])[CH3:22]>O1CCOCC1>[Br:1][CH2:22][C:21]([C:5]1[CH:6]=[CH:7][C:8]([S:11][C:12]2[CH:17]=[CH:16][CH:15]=[CH:14][C:13]=2[CH:18]([CH3:20])[CH3:19])=[C:9]([Cl:10])[C:4]=1[Cl:3])=[O:23]. Procedure details: Then 2-bromo-1-(2,3-dichloro-4-(2-isopropyl-phenylsulfanyl)-phenyl)-ethanone 41 was prepared as follows. A solution of Br2 (50 mg) in dioxane (1.0 ml) was added to a solution of compound 40 (100 mg, 0.3 mmole) in 2 ml of dioxane. The solution was then stirred for another 10 minutes and concentrated. The residue was dissolved in EtOAc and purified on a 5-g silica gel cartridge, giving the desired product 41 as a white solid. 136 mg, ˜100%. 1H-NMR (CDCl3, 500 MHz) δ 1.19 (d, J=8.5 Hz, 6H), 3.43 (h... Starting materials: C(#N)C1=NC(=C(N=C1C#N)Cl)C1=CC=CC=C1 (2,3-Dicyano-5-chloro-6-phenylpyrazine), aqueous solution, [OH-].[Na+] (sodium hydroxide), C(CC)N (n-propylamine). Solvent: C1(=CC=CC=C1)C (toluene). Product: C(#N)C1=NC(=C(N=C1C#N)NCCC)C1=CC=CC=C1 (2,3-dicyano-5-n-propylamino-6-phenylpyrazine). Yield: 91.9%. As a reaction SMILES: [C:1]([C:3]1[C:8]([C:9]#[N:10])=[N:7][C:6](Cl)=[C:5]([C:12]2[CH:17]=[CH:16][CH:15]=[CH:14][CH:13]=2)[N:4]=1)#[N:2].[CH2:18]([NH2:21])[CH2:19][CH3:20].[OH-].[Na+]>C1(C)C=CC=CC=1>[C:1]([C:3]1[C:8]([C:9]#[N:10])=[N:7][C:6]([NH:21][CH2:18][CH2:19][CH3:20])=[C:5]([C:12]2[CH:17]=[CH:16][CH:15]=[CH:14][CH:13]=2)[N:4]=1)#[N:2] |f:2.3|. Procedure: 2,3-Dicyano-5-chloro-6-phenylpyrazine (12.03 g; 0.05 mole) was dissolved in 1,400 ml of toluene. The solution was cooled to 5° to 10° C., and with stirring, 3.25 g (0.055 mole) of n-propylamine was added dropwise over the period of 10 minutes. Subsequently, 55 ml of a 1 N aqueous solution of sodium hydroxide was added dropwise over the period of 10 minutes. The mixture was then stirred at 5° to 10° C. for 30 minutes. After the reaction, the reaction mixture was separated into two layers. The tol... Reactants: CC1(OC(CC(O1)=O)=O)C (2,2-dimethyl-1,3-dioxane-4,6-dione), N(=[N+]=[N-])CCCCC(=O)Cl (5-azidovaleric chloride). Reaction SMILES: [CH3:1][C:2]1([CH3:10])[O:7][C:6](=[O:8])[CH2:5][C:4](=[O:9])[O:3]1.[N:11]([CH2:14][CH2:15][CH2:16][CH2:17][C:18](Cl)=[O:19])=[N+:12]=[N-:13]>CN(C)C1C=CN=CC=1.C(Cl)Cl>[N:11]([CH2:14][CH2:15][CH2:16][CH2:17][C:18]([CH:5]1[C:6](=[O:8])[O:7][C:2]([CH3:10])([CH3:1])[O:3][C:4]1=[O:9])=[O:19])=[N+:12]=[N-:13]. Procedure details: To the solution of 2,2-dimethyl-1,3-dioxane-4,6-dione (4.45 g, 30.9 mmol) and 4-dimethylaminopyridine (7.55 g, 61.8 mmol) in 100 ml of CH2Cl2 was added the solution of crude 5-azidovaleric chloride in 10 ml of CH2Cl2 at 0° C. The mixture was stirred at 0° C. for 1 hr and at room temperature for 1 hr. The solution was washed with 1N aqueous HCl (100 ml), brine (250 ml) and dried over Na2SO4. After evaporation of solvent, 5-(5-azidopentanoyl)-2,2-dimethyl-1,3-dioxane-4,6-dione was obtained as a li... The reagents and catalysts are CN(C1=CC=NC=C1)C (4-dimethylaminopyridine). Isolated yield 98.0%. Solvent: C(Cl)Cl (CH2Cl2), C(Cl)Cl (CH2Cl2). Reaction conditions: temperature 0 celsius, time 1 hour. Product: N(=[N+]=[N-])CCCCC(=O)C1C(OC(OC1=O)(C)C)=O (5-(5-azidopentanoyl)-2,2-dimethyl-1,3-dioxane-4,6-dione), oil. As a reaction SMILES: [CH3:17][OH:18].[Na+:16].[O:19]=[C:20]=[O:21].[OH-:15].[OH2:22].[OH:1][CH:2]1[CH2:3][CH2:4][CH:5]([NH:11][C:12](=[O:13])[NH2:14])[c:6]2[c:7]1[s:8][cH:9][cH:10]2>>[OH:1][CH:2]1[CH2:3][CH2:4][CH:5]([NH:11][C:12](=[O:13])[NH:14][CH2:20][O:21][CH3:17])[c:6]2[c:7]1[s:8][cH:9][cH:10]2. Product: COCNC(=O)NC1CCC(O)c2sccc21. The reactants are CO, [Na+], O=C=O, [OH-], O, NC(=O)NC1CCC(O)c2sccc21.